From a dataset of the Open Reaction Database (ORD), a public repository of structured organic reaction records. describe an organic reaction: reactants, conditions, products, and yield The reactants are C(C)(C)(C)OC(N[C@H](C(C)(C)O)C1=CC=CC=C1)=O ((S)-tert-butyl(2-hydroxy-2-methyl-1-phenylpropyl)carbamate), O1CCOCC1 (dioxane), Cl (HCl). The solvent is C(Cl)Cl (CH2Cl2). Run at time 30 minute. The product is N[C@H](C(C)(O)C)C1=CC=CC=C1 ((S)-1-amino-2-methyl-1-phenylpropan-2-ol). As a reaction SMILES: C(OC(=O)[NH:7][C@@H:8]([C:13]1[CH:18]=[CH:17][CH:16]=[CH:15][CH:14]=1)[C:9]([OH:12])([CH3:11])[CH3:10])(C)(C)C.O1CCOCC1.Cl>C(Cl)Cl>[NH2:7][C@@H:8]([C:13]1[CH:18]=[CH:17][CH:16]=[CH:15][CH:14]=1)[C:9]([CH3:11])([OH:12])[CH3:10]. Procedure: To a solution of (S)-tert-butyl(2-hydroxy-2-methyl-1-phenylpropyl)carbamate (3.5 g, 13 mmol) in CH2Cl2 (20 mL) was added dioxane saturated with HCl gas (10 mL) and the contents were stirred at ambient temperature for 30 min. The volatiles were then removed under reduced pressure and the residue thus obtained was triturated with Et2O to afford (S)-1-amino-2-methyl-1-phenylpropan-2-ol. 1H NMR (300 MHz, DMSO-d6) δ 8.3 (bs, 2H), 7.47-7.37 (m, 5H), 5.34 (s, 1H), 4.1 (bs, 1H), 1.17 (s, 3H), 0.97 (s, 3... The reactants are NC1=CC=C2C(=N1)C(=CN2)C2CCN(CC2)CCCC (5-amino-3-(1-butyl-piperidin-4-yl)pyrrolo[3,2-b]pyridine), FC1=CC=C(C(=O)Cl)C=C1 (4-fluorobenzoyl chloride). Yields the product FC1=CC=C(C(=O)NC2=CC=C3C(=N2)C(=CN3)C3CCN(CC3)CCCC)C=C1 (5-(N-[4-fluorobenzoyl]amino)-3-(1-butylpiperidin-4-yl)pyrrolo[3,2-b]pyridine). Isolated yield 355.6%. RXN SMILES: [NH2:1][C:2]1[N:7]=[C:6]2[C:8]([CH:11]3[CH2:16][CH2:15][N:14]([CH2:17][CH2:18][CH2:19][CH3:20])[CH2:13][CH2:12]3)=[CH:9][NH:10][C:5]2=[CH:4][CH:3]=1.[F:21][C:22]1[CH:30]=[CH:29][C:25]([C:26](Cl)=[O:27])=[CH:24][CH:23]=1>>[F:21][C:22]1[CH:30]=[CH:29][C:25]([C:26]([NH:1][C:2]2[N:7]=[C:6]3[C:8]([CH:11]4[CH2:16][CH2:15][N:14]([CH2:17][CH2:18][CH2:19][CH3:20])[CH2:13][CH2:12]4)=[CH:9][NH:10][C:5]3=[CH:4][CH:3]=2)=[O:27])=[CH:24][CH:23]=1. Reported procedure: Beginning with 0.15 gm (0.55 mMol) 5-amino-3-(1-butyl-piperidin-4-yl)pyrrolo[3,2-b]pyridine and 0.079 mL (0.067 mMol) 4-fluorobenzoyl chloride, 0.094 gm (43%) of the title compound were prepared as an ivory foam essentially by the procedure described in Example 4. An analytical sample was crystallized from aqueous ethanol. Reaction conditions: temperature 0 celsius, time 4 hour. The solvent is ClCCl (dichloromethane), C(Cl)Cl (DCM). Procedure: To the stirred solution of 8-chloro-6-methylbenzo[c][2,7]naphthyridin-5(6H)-one (1.0 g, 4.09 mmol), prepared as described in Example 2, Part C, in DCM (20 mL) cooled to 0° C. was added m-CPBA (1.763 g, 10.22 mmol). The reaction mixture was then warmed to ambient temperature and stirred for 4 h. Reaction mixture was then diluted with dichloromethane (100 mL) and washed with saturated sodium bicarbonate solution (200 mL), brine solution (50 mL). The organics were then dried over sodium sulphate, f... RXN SMILES: [Cl:1][C:2]1[CH:3]=[CH:4][C:5]2[C:14]3[C:9](=[CH:10][N:11]=[CH:12][CH:13]=3)[C:8](=[O:15])[N:7]([CH3:16])[C:6]=2[CH:17]=1.C1C=C(Cl)C=C(C(OO)=[O:26])C=1>C(Cl)Cl>[Cl:1][C:2]1[CH:3]=[CH:4][C:5]2[C:14]3[C:9](=[CH:10][N+:11]([O-:26])=[CH:12][CH:13]=3)[C:8](=[O:15])[N:7]([CH3:16])[C:6]=2[CH:17]=1. Starting materials: ClC=1C=CC2=C(N(C(C3=CN=CC=C23)=O)C)C1 (8-chloro-6-methylbenzo[c][2,7]naphthyridin-5(6H)-one), C1=CC(=CC(=C1)Cl)C(=O)OO (m-CPBA). The product is ClC=1C=CC2=C(N(C(C3=C[N+](=CC=C23)[O-])=O)C)C1 (8-chloro-6-methyl-5-oxo-5,6-dihydrobenzo[c][2,7]naphthyridine 3-oxide). Isolated yield 93.9%. The reactants are COc1ccc2c(c1)cc(B(O)O)n2C(=O)OC(C)(C)C, C[Si](C)(C)CCOCN(COCC[Si](C)(C)C)c1cc(Cl)nc2c(-c3ccc(-c4ccccc4)nc3)cnn12, [K+], [K+], [K+], C1COCCO1, O, O=P([O-])([O-])[O-]. Product: COc1ccc2c(c1)cc(-c1cc(N(COCC[Si](C)(C)C)COCC[Si](C)(C)C)n3ncc(-c4ccc(-c5ccccc5)nc4)c3n1)n2C(=O)OC(C)(C)C. As a reaction SMILES: [C:1]([CH3:2])([CH3:3])([CH3:4])[O:5][C:6](=[O:7])[n:8]1[c:9]([B:19]([OH:20])[OH:21])[cH:10][c:11]2[cH:12][c:13]([O:17][CH3:18])[cH:14][cH:15][c:16]12.[Cl:30][c:31]1[n:32][c:33]2[n:34]([c:35]([N:37]([CH2:38][O:39][CH2:40][CH2:41][Si:42]([CH3:43])([CH3:44])[CH3:45])[CH2:46][O:47][CH2:48][CH2:49][Si:50]([CH3:51])([CH3:52])[CH3:53])[cH:36]1)[n:54][cH:55][c:56]2-[c:57]1[cH:58][n:59][c:60](-[c:63]2[cH:64][cH:65][cH:66][cH:67][cH:68]2)[cH:61][cH:62]1.[K+:27].[K+:28].[K+:29].[O:69]1[CH2:70][CH2:71][O:72][CH2:73][CH2:74]1.[OH2:75].[P:22]([O-:23])([O-:24])([O-:25])=[O:26]>>[C:1]([CH3:2])([CH3:3])([CH3:4])[O:5][C:6](=[O:7])[n:8]1[c:9](-[c:31]2[n:32][c:33]3[n:34]([c:35]([N:37]([CH2:38][O:39][CH2:40][CH2:41][Si:42]([CH3:43])([CH3:44])[CH3:45])[CH2:46][O:47][CH2:48][CH2:49][Si:50]([CH3:51])([CH3:52])[CH3:53])[cH:36]2)[n:54][cH:55][c:56]3-[c:57]2[cH:58][n:59][c:60](-[c:63]3[cH:64][cH:65][cH:66][cH:67][cH:68]3)[cH:61][cH:62]2)[cH:10][c:11]2[cH:12][c:13]([O:17][CH3:18])[cH:14][cH:15][c:16]12. Reactants: ClC1=CC=C(C=C1)C1=C(NC=C1)C(=O)OCC (ethyl 3-(4-chlorophenyl)-1H-pyrrole-2-carboxylate), [OH-].[Na+] (NaOH), [OH-].[Na+] (NaOH), OS(=O)(=O)[O-].[K+] (KHSO4). Run in CS(=O)C (DMSO). Reaction conditions: temperature 70 celsius, time 20 hour. Yields the product ClC1=CC=C(C=C1)C1=C(NC=C1)C(=O)O (3-(4-Chlorophenyl)-1H-pyrrole-2-carboxylic acid), solid. The yield is 85.0%. As a reaction SMILES: [Cl:1][C:2]1[CH:7]=[CH:6][C:5]([C:8]2[CH:12]=[CH:11][NH:10][C:9]=2[C:13]([O:15]CC)=[O:14])=[CH:4][CH:3]=1.[OH-].[Na+].OS([O-])(=O)=O.[K+]>CS(C)=O>[Cl:1][C:2]1[CH:7]=[CH:6][C:5]([C:8]2[CH:12]=[CH:11][NH:10][C:9]=2[C:13]([OH:15])=[O:14])=[CH:4][CH:3]=1 |f:1.2,3.4|. Procedure details: To a solution of ethyl 3-(4-chlorophenyl)-1H-pyrrole-2-carboxylate [see step 2 ACI-02] (8 g, 32.0 mmol) in DMSO (30 mL) was added NaOH (2.56 g, 64.1 mmol) and the reaction mixture was stirred at 70° C. for 20 h. An additional portion of NaOH (0.5 g, 12.5 mmol) was added and stirring at 70° C. was continued for 30 min. The reaction mixture was cooled in an ice bath and acidified with aqueous 1M KHSO4 (80 mL). The solid was filtered off and washed with aqueous 1M KHSO4 (20 mL), H2O (3×25 mL) and h... The reactants are C(CCCCCO)O (1,6-hexanediol), C(CCCS(=O)(=O)Cl)S(=O)(=O)Cl (1,4-butanedisulfonyl chloride), C(CCCCCO)O (1,6-hexanediol). Run at time 15 minute. The product is C(CCCS(=O)(=O)Cl)S(=O)(=O)Cl.C(CCCCCO)O (1,4-butanedisulfonylchloride 1,6-hexanediol). RXN SMILES: [CH2:1]([OH:8])[CH2:2][CH2:3][CH2:4][CH2:5][CH2:6][OH:7].[CH2:9]([S:17]([Cl:20])(=[O:19])=[O:18])[CH2:10][CH2:11][CH2:12][S:13]([Cl:16])(=[O:15])=[O:14]>>[CH2:9]([S:17]([Cl:20])(=[O:18])=[O:19])[CH2:10][CH2:11][CH2:12][S:13]([Cl:16])(=[O:15])=[O:14].[CH2:1]([OH:8])[CH2:2][CH2:3][CH2:4][CH2:5][CH2:6][OH:7] |f:2.3|. Procedure: Next, the 1,6-hexanediol vapor in the condensing chamber 2 was adiabatically expanded, and the introduced base particles were exposed thereto for 15 minutes. Consequently, a polymerization reaction between 1,4-butanedisulfonyl chloride and 1,6-hexanediol took place on the surface of the base particles, forming a film of 1,4-butanedisulfonylchloride-1,6-hexanediol co-polymer.